From a dataset of the Open Reaction Database (ORD), a public repository of structured organic reaction records. describe an organic reaction: reactants, conditions, products, and yield Reactants: C(=O)(OCC)CSC1=C(NC2=CC=CC=C12)C(=O)OCC (3-[(Carbethoxymethyl)thio]-2-carbethoxyindole), ClC1=CC(=CC=C1)C(=O)OO (m-chloroperbenzoic acid). Solvent: C(Cl)Cl (methylene chloride). The product is C(=O)(OCC)CS(=O)C1=C(NC2=CC=CC=C12)C(=O)OCC (3-[(Carbethoxymethyl)sulfinyl]-2-carbethoxyindole). As a reaction SMILES: [C:1]([CH2:6][S:7][C:8]1[C:16]2[C:11](=[CH:12][CH:13]=[CH:14][CH:15]=2)[NH:10][C:9]=1[C:17]([O:19][CH2:20][CH3:21])=[O:18])([O:3][CH2:4][CH3:5])=[O:2].ClC1C=CC=C(C(OO)=[O:30])C=1>C(Cl)Cl>[C:1]([CH2:6][S:7]([C:8]1[C:16]2[C:11](=[CH:12][CH:13]=[CH:14][CH:15]=2)[NH:10][C:9]=1[C:17]([O:19][CH2:20][CH3:21])=[O:18])=[O:30])([O:3][CH2:4][CH3:5])=[O:2]. Procedure details: 3-[(Carbethoxymethyl)thio]-2-carbethoxyindole is treated with m-chloroperbenzoic acid (1 eq.) in methylene chloride at 0° C. The reaction is followed by TLC. After starting material is consumed the reaction mixture is washed with sat. NaHCO3 and sat. NaCl. The organic layer is dried. 3-[(Carbethoxymethyl)sulfinyl]-2-carbethoxyindole may be isolated by flash column chromatography followed by recrystallization.